This data is from the Open Reaction Database (ORD), a public repository of structured organic reaction records. The task is: describe an organic reaction: reactants, conditions, products, and yield Starting materials: BrC(C(=O)OCC1=CC=CC=C1)C(CBr)C (benzyl 2,4-dibromo-3-methylbutyrate), NC(C1=CC=CC=C1)C1=CC=CC=C1 (aminodiphenylmethane). Run in C(C)#N (acetonitrile). The product is C(C1=CC=CC=C1)OC(=O)[C@@H]1N(C[C@@H]1C)C(C1=CC=CC=C1)C1=CC=CC=C1 (N-diphenylmethyl-cis-3-methyl-2-azetidinecarboxylic acid benzyl ester). As a reaction SMILES: Br[CH:2]([CH:13]([CH3:16])[CH2:14]Br)[C:3]([O:5][CH2:6][C:7]1[CH:12]=[CH:11][CH:10]=[CH:9][CH:8]=1)=[O:4].[NH2:17][CH:18]([C:25]1[CH:30]=[CH:29][CH:28]=[CH:27][CH:26]=1)[C:19]1[CH:24]=[CH:23][CH:22]=[CH:21][CH:20]=1>C(#N)C>[CH2:6]([O:5][C:3]([C@H:2]1[C@@H:13]([CH3:16])[CH2:14][N:17]1[CH:18]([C:19]1[CH:24]=[CH:23][CH:22]=[CH:21][CH:20]=1)[C:25]1[CH:30]=[CH:29][CH:28]=[CH:27][CH:26]=1)=[O:4])[C:7]1[CH:12]=[CH:11][CH:10]=[CH:9][CH:8]=1. Procedure: A stirred mixture of 23.94 g of 3D, 37.6 g of aminodiphenylmethane and 170 ml of acetonitrile was refluxed for 40 hours. The mixture was cooled, filtered and the filtrate was concentrated to dryness under reduced pressure. The residue was dissolved in the minimum amount of methylene chloride, the solution was filtered through a short column of silica gel, using a 2:1 v:v mixture of hexane and ether as eluent. The solvents were evaporated. The residue was subjected to high pressure liquid chromat... The reactants are O=c1[nH]cnc2ccc([N+](=O)[O-])cc12, O, O=P(Cl)(Cl)Cl. Yields the product O=[N+]([O-])c1ccc2ncnc(Cl)c2c1. As a reaction SMILES: [N+:1](=[O:2])([O-:3])[c:4]1[cH:5][c:6]2[c:7](=[O:14])[nH:8][cH:9][n:10][c:11]2[cH:12][cH:13]1.[OH2:20].[P:15]([Cl:16])([Cl:17])([Cl:18])=[O:19]>>[N+:1](=[O:2])([O-:3])[c:4]1[cH:5][c:6]2[c:7]([Cl:17])[n:8][cH:9][n:10][c:11]2[cH:12][cH:13]1. Reactants: [Br-].C(C1=CC=CC=C1)[N+]1=CC=C(C=C1)N1N=C(C(C=C1)=O)C1=CC=NN1C1=CC=CC=C1 (1-benzyl-4-[4-oxo-3-(1-phenyl-1H-pyrazol-5-yl)pyridazin-1(4H)-yl]pyridinium bromide), [BH4-].[Na+] (sodium borohydride), CO (methanol), O (water). Run at time 8 hour. Product: C(C1=CC=CC=C1)N1CCC(=CC1)N1N=C(C(C(=C1)OC)=O)C1=CC=NN1C1=CC=CC=C1 (1-(1-benzyl-1,2,3,6-tetrahydropyridin-4-yl)-5-methoxy-3-(1-phenyl-1H-pyrazol-5-yl)pyridazin-4(1H)-one). Reaction SMILES: [Br-].[CH2:2]([N+:9]1[CH:14]=[CH:13][C:12]([N:15]2[CH:20]=[CH:19][C:18](=[O:21])[C:17]([C:22]3[N:26]([C:27]4[CH:32]=[CH:31][CH:30]=[CH:29][CH:28]=4)[N:25]=[CH:24][CH:23]=3)=[N:16]2)=[CH:11][CH:10]=1)[C:3]1[CH:8]=[CH:7][CH:6]=[CH:5][CH:4]=1.[BH4-].[Na+].[OH2:35].[CH3:36]O>>[CH2:2]([N:9]1[CH2:10][CH:11]=[C:12]([N:15]2[CH:20]=[C:19]([O:35][CH3:36])[C:18](=[O:21])[C:17]([C:22]3[N:26]([C:27]4[CH:32]=[CH:31][CH:30]=[CH:29][CH:28]=4)[N:25]=[CH:24][CH:23]=3)=[N:16]2)[CH2:13][CH2:14]1)[C:3]1[CH:4]=[CH:5][CH:6]=[CH:7][CH:8]=1 |f:0.1,2.3|. Procedure: To a solution of 1-benzyl-4-[4-oxo-3-(1-phenyl-1H-pyrazol-5-yl)pyridazin-1(4H)-yl]pyridinium bromide (0.73 g) in methanol (30 mL) was added sodium borohydride (0.21 g) at 0° C., and the mixture was stirred at room temperature overnight. To the reaction mixture was added water, and the mixture was extracted with ethyl acetate. The extract was washed with saturated brine, dried over anhydrous magnesium sulfate, and concentrated under reduced pressure. The obtained crystals were washed with ethyl a... Reactants: C(C)C1=NC(=NC(=C1C(C(=O)OC)CCC)C1=CC=C(C=C1)C)N1CCCCC1 (methyl 2-(4-ethyl-2-(piperidin-1-yl)-6-p-tolylpyrimidin-5-yl)pentanoate), [OH-].[Na+] (sodium hydroxide). Solvent: CO (methanol). Yields the product C(C)C1=NC(=NC(=C1C(C(=O)O)CCC)C1=CC=C(C=C1)C)N1CCCCC1 (2-(4-ethyl-2-(piperidin-1-yl)-6-p-tolylpyrimidin-5-yl)pentanoic acid). Yield: 74.4%. As a reaction SMILES: [CH2:1]([C:3]1[C:8]([CH:9]([CH2:14][CH2:15][CH3:16])[C:10]([O:12]C)=[O:11])=[C:7]([C:17]2[CH:22]=[CH:21][C:20]([CH3:23])=[CH:19][CH:18]=2)[N:6]=[C:5]([N:24]2[CH2:29][CH2:28][CH2:27][CH2:26][CH2:25]2)[N:4]=1)[CH3:2].[OH-].[Na+]>CO>[CH2:1]([C:3]1[C:8]([CH:9]([CH2:14][CH2:15][CH3:16])[C:10]([OH:12])=[O:11])=[C:7]([C:17]2[CH:18]=[CH:19][C:20]([CH3:23])=[CH:21][CH:22]=2)[N:6]=[C:5]([N:24]2[CH2:25][CH2:26][CH2:27][CH2:28][CH2:29]2)[N:4]=1)[CH3:2] |f:1.2|. Procedure: This compound was prepared according to general method D from methyl 2-(4-ethyl-2-(piperidin-1-yl)-6-p-tolylpyrimidin-5-yl)pentanoate (0.085 g; 0.215 mmol), sodium hydroxide 10N (0.15 mL; 1.50 mmol) in methanol (1.5 mL) at 60° C. for 18 h. The reaction mixture was concentrated under reduced pressure, the residue was dissolved in water and extracted with diethyl ether. The pH of the aqueous layer was adjusted between 2 and 3 by addition of a solution of hydrochloric acid 6N until a precipitate wa...